Dataset: the Open Reaction Database (ORD), a public repository of structured organic reaction records. Task: describe an organic reaction: reactants, conditions, products, and yield The reactants are Cc1cc(SCCCN2C(=O)c3ccccc3C2=O)sc1CN(C)C, NN, C1CCOC1, O. The product is Cc1cc(SCCCN)sc1CN(C)C. Reaction SMILES: [CH3:1][N:2]([CH3:3])[CH2:4][c:5]1[c:6]([CH3:25])[cH:7][c:8]([S:10][CH2:11][CH2:12][CH2:13][N:14]2[C:15](=[O:16])[c:17]3[c:18]([cH:19][cH:20][cH:21][cH:22]3)[C:23]2=[O:24])[s:9]1.[NH2:27][NH2:28].[O:29]1[CH2:30][CH2:31][CH2:32][CH2:33]1.[OH2:26]>>[CH3:1][N:2]([CH3:3])[CH2:4][c:5]1[c:6]([CH3:25])[cH:7][c:8]([S:10][CH2:11][CH2:12][CH2:13][NH2:14])[s:9]1. Starting materials: C1=CC=CC=2CN(CC3=C(C21)C=CC=C3)C(OCC)=N (ethyl 5,7-dihydro-6H-dibenz[c,e]azepine-6-carboximidate), C1(CCCCC1)C(=O)Cl (cyclohexanecarboxylic acid chloride). Product: C1(CCCCC1)C(=O)N=C(OCC)N1CC2=C(C3=C(C1)C=CC=C3)C=CC=C2 (ethyl N-cyclohexylcarbonyl-5,7-dihydro-6H-dibenz[c,e]azepine-6-carboximidate). As a reaction SMILES: [CH:1]1[C:11]2[C:10]3[CH:12]=[CH:13][CH:14]=[CH:15][C:9]=3[CH2:8][N:7]([C:16](=[NH:20])[O:17][CH2:18][CH3:19])[CH2:6][C:5]=2[CH:4]=[CH:3][CH:2]=1.[CH:21]1([C:27](Cl)=[O:28])[CH2:26][CH2:25][CH2:24][CH2:23][CH2:22]1>>[CH:21]1([C:27]([N:20]=[C:16]([N:7]2[CH2:6][C:5]3[CH:4]=[CH:3][CH:2]=[CH:1][C:11]=3[C:10]3[CH:12]=[CH:13][CH:14]=[CH:15][C:9]=3[CH2:8]2)[O:17][CH2:18][CH3:19])=[O:28])[CH2:26][CH2:25][CH2:24][CH2:23][CH2:22]1. Procedure details: starting from ethyl 5,7-dihydro-6H-dibenz[c,e]azepine-6-carboximidate and cyclohexanecarboxylic acid chloride, there is obtained ethyl N-cyclohexylcarbonyl-5,7-dihydro-6H-dibenz[c,e]azepine-6-carboximidate as a resin, mass spectrum m/e: M+ 376 (13), 347 (16), 293 (100), 194 (60); Reactants: ClC(Cl)Cl, CN1C(=C2SC(=Nc3cccc(N)c3)N(Cc3ccccc3)C2=O)Sc2ccccc21, O=S(=O)(Cl)c1ccccc1. Product: CN1C(=C2SC(=Nc3cccc(NS(=O)(=O)c4ccccc4)c3)N(Cc3ccccc3)C2=O)Sc2ccccc21. As a reaction SMILES: [Cl:42][CH:43]([Cl:44])[Cl:45].[NH2:1][c:2]1[cH:3][c:4]([N:8]=[C:9]2[S:10][C:11](=[C:22]3[S:23][c:24]4[c:25]([cH:28][cH:29][cH:30][cH:31]4)[N:26]3[CH3:27])[C:12](=[O:21])[N:13]2[CH2:14][c:15]2[cH:16][cH:17][cH:18][cH:19][cH:20]2)[cH:5][cH:6][cH:7]1.[c:32]1([S:38](=[O:39])(=[O:40])[Cl:41])[cH:33][cH:34][cH:35][cH:36][cH:37]1>>[NH:1]([c:2]1[cH:3][c:4]([N:8]=[C:9]2[S:10][C:11](=[C:22]3[S:23][c:24]4[c:25]([cH:28][cH:29][cH:30][cH:31]4)[N:26]3[CH3:27])[C:12](=[O:21])[N:13]2[CH2:14][c:15]2[cH:16][cH:17][cH:18][cH:19][cH:20]2)[cH:5][cH:6][cH:7]1)[S:38]([c:32]1[cH:33][cH:34][cH:35][cH:36][cH:37]1)(=[O:39])=[O:40]. Starting materials: CC(C)(C)OC(=O)NC(CNCC(COCc1ccccc1)NC(=O)OC(C)(C)C)COCc1ccccc1, CC(=O)O[BH-](OC(C)=O)OC(C)=O, CC(=O)O, CC=O, CC(Cl)Cl, ClCCl, [Na+]. Yields the product CCN(CC(COCc1ccccc1)NC(=O)OC(C)(C)C)CC(COCc1ccccc1)NC(=O)OC(C)(C)C. Reaction SMILES: [C:1]([CH3:2])([CH3:3])([CH3:4])[O:5][C:6](=[O:7])[NH:8][CH:9]([CH2:10][NH:11][CH2:12][CH:13]([CH2:14][O:15][CH2:16][c:17]1[cH:18][cH:19][cH:20][cH:21][cH:22]1)[NH:23][C:24](=[O:25])[O:26][C:27]([CH3:28])([CH3:29])[CH3:30])[CH2:31][O:32][CH2:33][c:34]1[cH:35][cH:36][cH:37][cH:38][cH:39]1.[C:43]([O:44][BH-:45]([O:46][C:47](=[O:48])[CH3:49])[O:50][C:51](=[O:52])[CH3:53])(=[O:54])[CH3:55].[CH3:57][C:58](=[O:59])[OH:60].[CH:40]([CH3:41])=[O:42].[Cl:61][CH:62]([Cl:63])[CH3:64].[Cl:65][CH2:66][Cl:67].[Na+:56]>>[C:1]([CH3:2])([CH3:3])([CH3:4])[O:5][C:6](=[O:7])[NH:8][CH:9]([CH2:10][N:11]([CH2:12][CH:13]([CH2:14][O:15][CH2:16][c:17]1[cH:18][cH:19][cH:20][cH:21][cH:22]1)[NH:23][C:24](=[O:25])[O:26][C:27]([CH3:28])([CH3:29])[CH3:30])[CH2:40][CH3:41])[CH2:31][O:32][CH2:33][c:34]1[cH:35][cH:36][cH:37][cH:38][cH:39]1. The reactants are [N+](=O)([O-])C=1C=C(COC=2C=C(C#N)C=CC2)C=CC1 (3-[3-nitrobenzyloxy]benzonitrile). The reagents and catalysts are [Zn] (zinc). The solvent is C(C)(=O)O (acetic acid). Reaction conditions: temperature 45 celsius, time 4 hour. Product: NC=1C=C(COC=2C=C(C#N)C=CC2)C=CC1 (3-[3-aminobenzyloxy]benzonitrile). RXN SMILES: [N+:1]([C:4]1[CH:5]=[C:6]([CH:17]=[CH:18][CH:19]=1)[CH2:7][O:8][C:9]1[CH:10]=[C:11]([CH:14]=[CH:15][CH:16]=1)[C:12]#[N:13])([O-])=O>C(O)(=O)C.[Zn]>[NH2:1][C:4]1[CH:5]=[C:6]([CH:17]=[CH:18][CH:19]=1)[CH2:7][O:8][C:9]1[CH:10]=[C:11]([CH:14]=[CH:15][CH:16]=1)[C:12]#[N:13]. Reported procedure: 2.32 g (9.12 mmol) of 3-[3-nitrobenzyloxy]benzonitrile and 4.38 g of zinc were suspended in 50 ml of acetic acid, and the obtained suspension was stirred at 45° C. for 4 hours. The insoluble matter was filtered out, and the filtrate was evaporated. 100 ml of chloroform and 50 ml of 1 N aqueous sodium hydroxide solution were added to the residue. After the separation of the liquids followed by the treatment by an ordinary method, the title compound was obtained. The reactants are CO, CCC=CCC=CCCCC#CCCOC1CCCCO1. Yields the product CCC=CCC=CCCCC#CCCO. RXN SMILES: [CH3:22][OH:23].[O:1]1[CH2:2][CH2:3][CH2:4][CH2:5][CH:6]1[O:7][CH2:8][CH2:9][C:10]#[C:11][CH2:12][CH2:13][CH2:14][CH:15]=[CH:16][CH2:17][CH:18]=[CH:19][CH2:20][CH3:21]>>[OH:7][CH2:8][CH2:9][C:10]#[C:11][CH2:12][CH2:13][CH2:14][CH:15]=[CH:16][CH2:17][CH:18]=[CH:19][CH2:20][CH3:21].